This data is from the Open Reaction Database (ORD), a public repository of structured organic reaction records. The task is: describe an organic reaction: reactants, conditions, products, and yield The reactants are solution, S1C(=CC=C1)[Mg]Br (2-thienylmagnesium bromide), CN(C1(CCC(CC1)C(CC1=CC=CC=C1)OC(C)OCC)C#N)C (1-dimethylamino-4-[1-(1-ethoxy-ethoxy)-2-phenylethyl]cyclohexanecarbonitrile), O (water), [Cl-].[NH4+] (ammonium chloride). Run in O1CCCC1 (tetrahydrofuran), O1CCCC1 (tetrahydrofuran). Conditions: time 48 hour. Yields the product C(C)OC(C)OC(CC1=CC=CC=C1)C1CCC(CC1)(C=1SC=CC1)N(C)C ({4-[1-(1-Ethoxy-ethoxy)-2-phenylethyl]-1-thiophen-2-yl-cyclohexyl}dimethylamine). As a reaction SMILES: [S:1]1[CH:5]=[CH:4][CH:3]=[C:2]1[Mg]Br.[CH3:8][N:9]([CH3:32])[C:10]1(C#N)[CH2:15][CH2:14][CH:13]([CH:16]([O:24][CH:25]([O:27][CH2:28][CH3:29])[CH3:26])[CH2:17][C:18]2[CH:23]=[CH:22][CH:21]=[CH:20][CH:19]=2)[CH2:12][CH2:11]1.O.[Cl-].[NH4+]>O1CCCC1>[CH2:28]([O:27][CH:25]([O:24][CH:16]([CH:13]1[CH2:14][CH2:15][C:10]([N:9]([CH3:32])[CH3:8])([C:2]2[S:1][CH:5]=[CH:4][CH:3]=2)[CH2:11][CH2:12]1)[CH2:17][C:18]1[CH:19]=[CH:20][CH:21]=[CH:22][CH:23]=1)[CH3:26])[CH3:29] |f:3.4|. Reported procedure: A 1 M solution of 2-thienylmagnesium bromide in tetrahydrofuran (9.25 ml, 9.25 mmol) was added dropwise to a solution of 1-dimethylamino-4-[1-(1-ethoxy-ethoxy)-2-phenylethyl]cyclohexanecarbonitrile (1.06 g, 3.1 mmol) in tetrahydrofuran (15 ml), while cooling with ice and under an argon atmosphere. The mixture was stirred at room temperature for 48 h and water and saturated ammonium chloride solution (10 ml of each) were then added. The phases were separated and the aqueous phase was extracted wi... The reactants are [Al+3], C1CCOC1, [H-], [H-], [H-], [H-], [Li+], COC(=O)c1cccc(Cl)c1N. Product: Nc1c(Cl)cccc1CO. Reaction SMILES: [Al+3:14].[CH2:19]1[O:20][CH2:21][CH2:22][CH2:23]1.[H-:13].[H-:16].[H-:17].[H-:18].[Li+:15].[NH2:1][c:2]1[c:3]([C:4](=[O:5])[O:6][CH3:7])[cH:8][cH:9][cH:10][c:11]1[Cl:12]>>[NH2:1][c:2]1[c:3]([CH2:4][OH:5])[cH:8][cH:9][cH:10][c:11]1[Cl:12]. The reactants are ClC1=C(OCCN2C(C=3C(C2=O)=CC=CC3)=O)C=CC=C1 (N-[2-(2-chlorophenoxy)ethyl]phthalimide), O.NN (hydrazine hydrate). The solvent is alcohol, Cl (HCl). Run at time 45 minute. The product is ClC1=C(OCCN)C=CC=C1 (2-(2-chlorophenoxy) ethylamine). RXN SMILES: [Cl:1][C:2]1[CH:21]=[CH:20][CH:19]=[CH:18][C:3]=1[O:4][CH2:5][CH2:6][N:7]1C(=O)C2=CC=CC=C2C1=O.O.NN>Cl>[Cl:1][C:2]1[CH:21]=[CH:20][CH:19]=[CH:18][C:3]=1[O:4][CH2:5][CH2:6][NH2:7] |f:1.2|. Procedure: 21.0 grams (0.071 ml) of N-[2-(2-chlorophenoxy)ethyl]phthalimide and 3.55 grams (0.071 mol) of hydrazine hydrate are dissolved in 70 ml of moisture-free alcohol for heating and diffusing over 45 minutes. And stirred with 20 ml 18% HCl heat for diffusing over 1.0 hour. Upon cooling, after filtrating the extracted solids, 20% NaOH is added to alkalize. The mixed solution's organic layer is extracted with chloroform and filtrating the extracted solids with potassium carbonate solution. The generate... Starting materials: FC1=NC(=C2N=CN(C2=N1)C(C)C)NC=1C=NN(C1)C (2-fluoro-9-isopropyl-N-(1-methyl-1H-pyrazol-4-yl)-9H-purin-6-amine), F[C@H]1[C@@H](CNC1)NC(OCC1=CC=CC=C1)=O (benzyl [(3R,4R)-4-fluoropyrrolidin-3-yl]carbamate). Run at temperature 100 celsius, time 14 hour. Product: N (ammonia), C(C1=CC=CC=C1)OC(N[C@@H]1CN(C[C@H]1F)C1=NC(=C2N=CN(C2=N1)C(C)C)NC=1C=NN(C1)C)=O (benzyl((3R,4R)-4-fluoro-1-(9-isopropyl-6-((1-methyl-1H -pyrazol-4-yl)amino)-9H-purin-2-yl)pyrrolidin-3-yl)carbamate). Isolated yield 82.0%. As a reaction SMILES: F[C:2]1[N:10]=[C:9]2[C:5]([N:6]=[CH:7][N:8]2[CH:11]([CH3:13])[CH3:12])=[C:4]([NH:14][C:15]2[CH:16]=[N:17][N:18]([CH3:20])[CH:19]=2)[N:3]=1.[F:21][C@@H:22]1[CH2:26][NH:25][CH2:24][C@H:23]1[NH:27][C:28](=[O:37])[O:29][CH2:30][C:31]1[CH:36]=[CH:35][CH:34]=[CH:33][CH:32]=1>>[NH3:3].[CH2:30]([O:29][C:28](=[O:37])[NH:27][C@H:23]1[C@H:22]([F:21])[CH2:26][N:25]([C:2]2[N:10]=[C:9]3[C:5]([N:6]=[CH:7][N:8]3[CH:11]([CH3:13])[CH3:12])=[C:4]([NH:14][C:15]3[CH:16]=[N:17][N:18]([CH3:20])[CH:19]=3)[N:3]=2)[CH2:24]1)[C:31]1[CH:36]=[CH:35][CH:34]=[CH:33][CH:32]=1. Procedure: To the above solution of crude 2-fluoro-9-isopropyl-N-(1-methyl-1H-pyrazol-4-yl)-9H-purin-6-amine was added benzyl [(3R,4R)-4-fluoropyrrolidin-3-yl]carbamate (238 mg, 1 mmol). The resulting solution was heated at 100° C. (block temperature) and stirred for 14 hr. After cooling, the volatiles were removed and the residue was purified via flash chromatography (eluting with a gradient of 100% heptane to 100% ethyl acetate and then to 10% ammonia (7 N in methanol-90% ethyl acetate) to give the title... The reactants are [Cl-], O=C(OC(Cl)(Cl)Cl)OC(Cl)(Cl)Cl, ClCCl, CC(NC(=O)C1(c2ccccc2)CCNCC1)c1ccc(F)cc1, [Na+], O, c1ccncc1. The product is CC(NC(=O)C1(c2ccccc2)CCN(C(=O)Cl)CC1)c1ccc(F)cc1. As a reaction SMILES: [Cl-:43].[Cl:1][C:2]([Cl:3])([O:4][C:5]([O:6][C:7]([Cl:9])([Cl:10])[Cl:11])=[O:8])[Cl:12].[Cl:45][CH2:46][Cl:47].[F:19][c:20]1[cH:21][cH:22][c:23]([CH:26]([CH3:27])[NH:28][C:29](=[O:30])[C:31]2([c:37]3[cH:38][cH:39][cH:40][cH:41][cH:42]3)[CH2:32][CH2:33][NH:34][CH2:35][CH2:36]2)[cH:24][cH:25]1.[Na+:44].[OH2:48].[cH:13]1[cH:14][cH:15][n:16][cH:17][cH:18]1>>[O:6]=[C:7]([Cl:10])[N:34]1[CH2:33][CH2:32][C:31]([C:29]([NH:28][CH:26]([c:23]2[cH:22][cH:21][c:20]([F:19])[cH:25][cH:24]2)[CH3:27])=[O:30])([c:37]2[cH:38][cH:39][cH:40][cH:41][cH:42]2)[CH2:36][CH2:35]1. The reactants are C(=O)(O)[O-].[Na+] (NaHCO3), NC(CC)[C@@]1([C@@H]2CC([C@H](C1)C2)O)C2=CC=CC=C2 ((1S,4S,5S)-5-(1-Amino-propyl)-5-phenyl-bicyclo[2.2.1]heptan-2-ol), ClC1=C(C=C2C=CN=C(C2=C1)OC)F (7-Chloro-6-fluoro-1-methoxy-isoquinoline), [H-].[Na+] (NaH). Run in CC(=O)N(C)C (dimethylacetamide). Run at time 20 hour. Product: ClC1=C(C=C2C=CN=C(C2=C1)OC)OC1[C@@H]2C[C@]([C@H](C1)C2)(C2=CC=CC=C2)C(CC)N (1-[(1S,2S,4S)-5-(7-Chloro-1-methoxy-isoquinolin-6-yloxy)-2-phenyl-bicyclo[2.2.1]hept-2-yl]-propylamine). The yield is 9.5%. Reaction SMILES: [NH2:1][CH:2]([C@@:5]1([C:13]2[CH:18]=[CH:17][CH:16]=[CH:15][CH:14]=2)[CH2:10][C@@H:9]2[CH2:11][C@H:6]1[CH2:7][CH:8]2[OH:12])[CH2:3][CH3:4].[H-].[Na+].[Cl:21][C:22]1[CH:31]=[C:30]2[C:25]([CH:26]=[CH:27][N:28]=[C:29]2[O:32][CH3:33])=[CH:24][C:23]=1F.C([O-])(O)=O.[Na+]>CC(N(C)C)=O>[Cl:21][C:22]1[CH:31]=[C:30]2[C:25]([CH:26]=[CH:27][N:28]=[C:29]2[O:32][CH3:33])=[CH:24][C:23]=1[O:12][CH:8]1[CH2:7][C@@H:6]2[CH2:11][C@H:9]1[CH2:10][C@@:5]2([CH:2]([NH2:1])[CH2:3][CH3:4])[C:13]1[CH:14]=[CH:15][CH:16]=[CH:17][CH:18]=1 |f:1.2,4.5|. Procedure: 200 mg (0.82 mmol) of (1S,4S,5S)-5-(1-Amino-propyl)-5-phenyl-bicyclo[2.2.1]heptan-2-ol (89) were dissolved in 5 mL anhydrous dimethylacetamide. Afterwards, 39 mg (1.63 mmol) of NaH were added, followed by the addition of 173 mg (0.82 mmol) of 7-chloro-6-fluoro-1-methoxy-isoquinoline (10). The mixture was stirred at ambient temperature for 20 h. Afterwards, 50 mL of a saturated aqueous NaHCO3-solution were added and the mixture extracted three times using 30 mL ethyl acetate each. The organic lay... Starting materials: C1CCOC1, CO, COC(=O)c1cc2c([nH]1)CCC2NCc1ccc(Cl)cc1, [Li+], [OH-]. Yields the product O=C(O)c1cc2c([nH]1)CCC2NCc1ccc(Cl)cc1. RXN SMILES: [CH2:26]1[O:27][CH2:28][CH2:29][CH2:30]1.[CH3:24][OH:25].[Cl:1][c:2]1[cH:3][cH:4][c:5]([CH2:6][NH:7][CH:8]2[CH2:9][CH2:10][c:11]3[nH:12][c:13]([C:16](=[O:17])[O:18][CH3:19])[cH:14][c:15]32)[cH:20][cH:21]1.[Li+:22].[OH-:23]>>[Cl:1][c:2]1[cH:3][cH:4][c:5]([CH2:6][NH:7][CH:8]2[CH2:9][CH2:10][c:11]3[nH:12][c:13]([C:16](=[O:17])[OH:18])[cH:14][c:15]32)[cH:20][cH:21]1. The reactants are [H-].[Na+] (sodium hydride), C(C)OC(=O)C1=NC=C(N=C1O)C1=CC=CC=C1 (2-Ethyloxycarbonyl-3-hydroxy-5-phenylpyrazine), C(C=C)Br (allyl bromide). Run in CN(C=O)C (dimethylformamide). Run at time 30 minute. Yields the product C(C=C)N1C(C(=NC=C1C1=CC=CC=C1)C(=O)OCC)=O (4-Allyl-2-ethyloxycarbonyl-3-oxo-5-phenyl-3,4-dihydropyrazine). Yield: 9.6%. Reaction SMILES: [CH2:1]([O:3][C:4]([C:6]1[C:11]([OH:12])=[N:10][C:9]([C:13]2[CH:18]=[CH:17][CH:16]=[CH:15][CH:14]=2)=[CH:8][N:7]=1)=[O:5])[CH3:2].[H-].[Na+].[CH2:21](Br)[CH:22]=[CH2:23]>CN(C)C=O>[CH2:23]([N:10]1[C:9]([C:13]2[CH:18]=[CH:17][CH:16]=[CH:15][CH:14]=2)=[CH:8][N:7]=[C:6]([C:4]([O:3][CH2:1][CH3:2])=[O:5])[C:11]1=[O:12])[CH:22]=[CH2:21] |f:1.2|. Procedure details: 2-Ethyloxycarbonyl-3-hydroxy-5-phenylpyrazine (214.4 mg, 0.88 mmol) was dissolved in dimethylformamide (2.1 ml), and sodium hydride (60% in oil, 42.1 g, 1.05 mmol) was added to it under cooling on ice and stirred for 30 minutes. After allyl bromide (0.11 ml, 1.32 mmol was added, the mixture was stirred at room temperature for 1 hour and then at 80° C. for 1 hour. The reaction solution was left to be cooled to room temperature, thereafter the reaction was terminated by adding distilled water, and... Starting materials: COC(=O)c1oc2ccccc2c1CBr, CNC, CCOC(C)=O, CN(C)C=O. Product: COC(=O)c1oc2ccccc2c1CN(C)C. As a reaction SMILES: [Br:1][CH2:2][c:3]1[c:4]([C:12](=[O:13])[O:14][CH3:15])[o:5][c:6]2[c:7]1[cH:8][cH:9][cH:10][cH:11]2.[CH3:16][NH:17][CH3:18].[CH3:24][CH2:25][O:26][C:27](=[O:28])[CH3:29].[O:19]=[CH:20][N:21]([CH3:22])[CH3:23]>>[CH2:2]([c:3]1[c:4]([C:12](=[O:13])[O:14][CH3:15])[o:5][c:6]2[c:7]1[cH:8][cH:9][cH:10][cH:11]2)[N:17]([CH3:16])[CH3:18].